Dataset: the Open Reaction Database (ORD), a public repository of structured organic reaction records. Task: describe an organic reaction: reactants, conditions, products, and yield The reactants are NC1=C(C=C(C(=C1)Cl)Cl)CC(=O)NCCCN(C1CC2=CC(=C(C=C2CC1)OC)OC)C (1-[2-(2-amino-4,5-dichlorophenyl)-1-oxo-ethylamino]-3-[N-methyl-N-(6,7-dimethoxy-1,2,3,4-tetrahydronaphth-2-yl)-amino]-propane), C1(=CC=CC=C1)C (toluene). Solvent: O1CCCC1 (tetrahydrofuran), O1CCCC1 (tetrahydrofuran). Reaction conditions: temperature 80 celsius. Yields the product NC1=C(C=C(C(=C1)Cl)Cl)CCNCCCN(C1CC2=CC(=C(C=C2CC1)OC)OC)C (1-[2-(2-Amino-4,5-dichlorophenyl)-ethylamino]-3-[N-methyl-N-(6,7-dimethoxy-1,2,3,4-tetrahydronaphth-2-yl)-amino]-propane). Reaction SMILES: [NH2:1][C:2]1[CH:7]=[C:6]([Cl:8])[C:5]([Cl:9])=[CH:4][C:3]=1[CH2:10][C:11]([NH:13][CH2:14][CH2:15][CH2:16][N:17]([CH3:32])[CH:18]1[CH2:27][CH2:26][C:25]2[C:20](=[CH:21][C:22]([O:30][CH3:31])=[C:23]([O:28][CH3:29])[CH:24]=2)[CH2:19]1)=O.C1(C)C=CC=CC=1>O1CCCC1>[NH2:1][C:2]1[CH:7]=[C:6]([Cl:8])[C:5]([Cl:9])=[CH:4][C:3]=1[CH2:10][CH2:11][NH:13][CH2:14][CH2:15][CH2:16][N:17]([CH3:32])[CH:18]1[CH2:27][CH2:26][C:25]2[C:20](=[CH:21][C:22]([O:30][CH3:31])=[C:23]([O:28][CH3:29])[CH:24]=2)[CH2:19]1. Procedure details: Next, 1-[2-(2-amino-4,5-dichlorophenyl)-1-oxo-ethylamino]-3-[N-methyl-N-(6,7-dimethoxy-1,2,3,4-tetrahydronaphth-2-yl)-amino]-propane (4.8 g, 0.01 mol) is dissolved in absolute tetrahydrofuran (100 ml) and mixed with boron trifluoride-diethyl ether complex (1.25 g, 1.1 ml). Then, a 10M toluene solution of borane-dimethylsulphide complex (1.6 ml) diluted with absolute tetrahydrofuran (20 ml) is added to the reaction mixture with stirring, under a nitrogen atmosphere and with heating to reflux temp...